Dataset: the Open Reaction Database (ORD), a public repository of structured organic reaction records. Task: describe an organic reaction: reactants, conditions, products, and yield Starting materials: ClC1=C(C=C(S1)C(C)=O)[N+](=O)[O-] (1-(5-Chloro-4-nitro-2-thienyl)ethanone), C1=C(C=CC2=CC=CC=C12)S (naphthalene-2-thiol). Product: C1=C(C=CC2=CC=CC=C12)SC1=C(C=C(S1)C(C)=O)[N+](=O)[O-] (1-[5-(2-Naphthylsulfanyl)-4-nitro-2-thienyl]ethanone), solid. Reaction SMILES: Cl[C:2]1[S:6][C:5]([C:7](=[O:9])[CH3:8])=[CH:4][C:3]=1[N+:10]([O-:12])=[O:11].[CH:13]1[C:22]2[C:17](=[CH:18][CH:19]=[CH:20][CH:21]=2)[CH:16]=[CH:15][C:14]=1[SH:23]>>[CH:13]1[C:22]2[C:17](=[CH:18][CH:19]=[CH:20][CH:21]=2)[CH:16]=[CH:15][C:14]=1[S:23][C:2]1[S:6][C:5]([C:7](=[O:9])[CH3:8])=[CH:4][C:3]=1[N+:10]([O-:12])=[O:11]. Procedure: Prepared according to the procedure described as in Step B for example 1 from 1-(5-Chloro-4-nitro-2-thienyl)ethanone (0.502 g, 2.45 mmol) and naphthalene-2-thiol (0.392 g, 2.45 mmol). The title compound was obtained as a cream colored solid (0.585 g, 73% yield). 1H NMR (300 MHz, CDCl3) δ: 8.23 (1H, m), 8.09 (1H, s), 7.99 (1H, d), 7.92 (2H, m), 7.63 (3H, m), 2.46 (3H, s). Isolated yield 73.0%. Reaction SMILES: [CH2:3]([CH:4]=[CH2:5])[CH:6]([C:7](=[O:8])[O:9][CH2:10][CH3:11])[C:12](=[O:13])[O:14][CH2:15][CH3:16].[CH3:22][CH2:23][OH:24].[CH:17](=[CH2:18])[C:19](=[O:20])[CH3:21].[H-:1].[Na+:2]>>[CH2:3]([CH:4]=[CH2:5])[C:6]([C:7](=[O:8])[O:9][CH2:10][CH3:11])([C:12](=[O:13])[O:14][CH2:15][CH3:16])[CH2:18][CH2:17][C:19](=[O:20])[CH3:21]. Starting materials: C=CCC(C(=O)OCC)C(=O)OCC, CCO, C=CC(C)=O, [H-], [Na+]. Product: C=CCC(CCC(C)=O)(C(=O)OCC)C(=O)OCC.